The task is: describe an organic reaction: reactants, conditions, products, and yield. This data is from the Open Reaction Database (ORD), a public repository of structured organic reaction records. Product: COC(=O)c1nc(Cl)nc(N)c1OC. Starting materials: COC(=O)c1nc(Cl)nc(Cl)c1OC, CO, ClC(Cl)Cl, N. RXN SMILES: [CH3:1][O:2][C:3](=[O:4])[c:5]1[n:6][c:7]([Cl:14])[n:8][c:9]([Cl:13])[c:10]1[O:11][CH3:12].[CH3:20][OH:21].[CH:16]([Cl:17])([Cl:18])[Cl:19].[NH3:15]>>[CH3:1][O:2][C:3](=[O:4])[c:5]1[n:6][c:7]([Cl:14])[n:8][c:9]([NH2:15])[c:10]1[O:11][CH3:12]. Reactants: CCOC(=O)C=CC=C(c1cccc(F)c1)c1cccc(F)c1, CO, [Na+], [OH-]. Yields the product O=C(O)C=CC=C(c1cccc(F)c1)c1cccc(F)c1. RXN SMILES: [CH2:1]([CH3:2])[O:3][C:4]([CH:5]=[CH:6][CH:7]=[C:8]([c:9]1[cH:10][c:11]([F:15])[cH:12][cH:13][cH:14]1)[c:16]1[cH:17][c:18]([F:22])[cH:19][cH:20][cH:21]1)=[O:23].[CH3:26][OH:27].[Na+:25].[OH-:24]>>[O:3]=[C:4]([CH:5]=[CH:6][CH:7]=[C:8]([c:9]1[cH:10][c:11]([F:15])[cH:12][cH:13][cH:14]1)[c:16]1[cH:17][c:18]([F:22])[cH:19][cH:20][cH:21]1)[OH:23].